This data is from the Open Reaction Database (ORD), a public repository of structured organic reaction records. The task is: describe an organic reaction: reactants, conditions, products, and yield Reactants: COCOC=1C=C2C=CC(=CC2=CC1)C(C(=O)O)C (6-methoxymethyloxy-2-naphthyl-α-methylacetic acid), [N+](=[N-])=CC (diazoethane). Solvent: C(C)OCC (diethyl ether), C(C)OCC (diethyl ether). Reaction conditions: time 15 minute. The product is COCOC=1C=C2C=CC(=CC2=CC1)C(C(=O)OCC)C (ethyl 6-methoxymethyloxy-2-naphthyl-α-methylacetate). RXN SMILES: [CH3:1][O:2][CH2:3][O:4][C:5]1[CH:6]=[C:7]2[C:12](=[CH:13][CH:14]=1)[CH:11]=[C:10]([CH:15]([CH3:19])[C:16]([OH:18])=[O:17])[CH:9]=[CH:8]2.[N+](=[CH:22][CH3:23])=[N-]>C(OCC)C>[CH3:1][O:2][CH2:3][O:4][C:5]1[CH:6]=[C:7]2[C:12](=[CH:13][CH:14]=1)[CH:11]=[C:10]([CH:15]([CH3:19])[C:16]([O:18][CH2:22][CH3:23])=[O:17])[CH:9]=[CH:8]2. Procedure: To a solution of 26 g. of 6-methoxymethyloxy-2-naphthyl-α-methylacetic acid and 500 ml. of diethyl ether are slowly added a solution comprising of 5.6 g. of diazoethane and 50 ml. of diethyl ether. The reaction mixture is allowed to stand for 15 minutes and then is evaporated under reduced pressure to yield ethyl 6-methoxymethyloxy-2-naphthyl-α-methylacetate. By replacing diazoethane with diazopropane in the above process, propyl 6-methoxymethyloxy-2-naphthyl-α-methylacetate is obtained.